This data is from the Open Reaction Database (ORD), a public repository of structured organic reaction records. The task is: describe an organic reaction: reactants, conditions, products, and yield Reactants: BrC=1C=C(C=O)C=CC1OC1=CC=CC=C1 (3-Bromo-4-phenoxybenzaldehyde), CC1=C(C(=CC(=C1)OCCCSC)C)B(O)O ({2,6-dimethyl-4-[3-(methylthio)propoxy]phenyl}boronic acid), C1(CCCCC1)P(C1=C(C=CC=C1)C1=C(C=CC=C1OC)OC)C1CCCCC1 (2-dicyclohexylphosphino-2′,6′-dimethoxy-1,1′-biphenyl), P(=O)([O-])([O-])[O-].[K+].[K+].[K+] (tripotassium phosphate). The reagents and catalysts are C=1C=CC(=CC1)/C=C/C(=O)/C=C/C2=CC=CC=C2.C=1C=CC(=CC1)/C=C/C(=O)/C=C/C2=CC=CC=C2.C=1C=CC(=CC1)/C=C/C(=O)/C=C/C2=CC=CC=C2.[Pd].[Pd] (tris(dibenzylideneacetone)dipalladium(0)). The solvent is C1(=CC=CC=C1)C (toluene), O (water), O (water), C(C)(=O)OCC (ethyl acetate). Conditions: temperature 100 celsius, time 18 hour. Product: CC1=C(C(=CC(=C1)OCCCSC)C)C1=CC(=CC=C1OC1=CC=CC=C1)C=O (2′,6′-dimethyl-4′-[3-(methylthio)propoxy]-6-phenoxybiphenyl-3-carbaldehyde). Yield: 69.5%. RXN SMILES: Br[C:2]1[CH:3]=[C:4]([CH:7]=[CH:8][C:9]=1[O:10][C:11]1[CH:16]=[CH:15][CH:14]=[CH:13][CH:12]=1)[CH:5]=[O:6].[CH3:17][C:18]1[CH:23]=[C:22]([O:24][CH2:25][CH2:26][CH2:27][S:28][CH3:29])[CH:21]=[C:20]([CH3:30])[C:19]=1B(O)O.C1(P(C2CCCCC2)C2C=CC=CC=2C2C(OC)=CC=CC=2OC)CCCCC1.P([O-])([O-])([O-])=O.[K+].[K+].[K+]>C1(C)C=CC=CC=1.O.C(OCC)(=O)C.C1C=CC(/C=C/C(/C=C/C2C=CC=CC=2)=O)=CC=1.C1C=CC(/C=C/C(/C=C/C2C=CC=CC=2)=O)=CC=1.C1C=CC(/C=C/C(/C=C/C2C=CC=CC=2)=O)=CC=1.[Pd].[Pd]>[CH3:17][C:18]1[CH:23]=[C:22]([O:24][CH2:25][CH2:26][CH2:27][S:28][CH3:29])[CH:21]=[C:20]([CH3:30])[C:19]=1[C:2]1[C:9]([O:10][C:11]2[CH:16]=[CH:15][CH:14]=[CH:13][CH:12]=2)=[CH:8][CH:7]=[C:4]([CH:5]=[O:6])[CH:3]=1 |f:3.4.5.6,10.11.12.13.14|. Reported procedure: 3-Bromo-4-phenoxybenzaldehyde (1.11 g, 4.00 mmol), {2,6-dimethyl-4-[3-(methylthio)propoxy]phenyl}boronic acid (1.02 g, 4.00 mmol), 2-dicyclohexylphosphino-2′,6′-dimethoxy-1,1′-biphenyl (0.263 g, 0.640 mmol) and tripotassium phosphate (1.70 g, 8.00 mmol) were dissolved in a mixed solvent of toluene (20 mL) and water (4 mL). After argon substitution, tris(dibenzylideneacetone)dipalladium(0) (0.147 g, 0.160 mmol) was added. The reaction mixture was stirred at 100° C. for 18 hr under argon atmospher...